Dataset: the Open Reaction Database (ORD), a public repository of structured organic reaction records. Task: describe an organic reaction: reactants, conditions, products, and yield The reactants are FC(C=1C=C(SC1)CO)(F)F ((4-(trifluoromethyl)thiophen-2-yl)methanol), C(C)C1=NC2=C(N1C)C=C(C=C2)N2C(C=C(C=C2)O)=O (1-(2-ethyl-1-methyl-1H-benzo[d]imidazol-6-yl)-4-hydroxypyridin-2(1H)-one), N(=NC(=O)OCCOC)C(=O)OCCOC (bis(2-methoxyethyl) azodicarboxylate), C1=CC=C(C=C1)P(C2=CC=CC=C2)C3=CC=CC=C3 (PPh3). Solvent: O (water), C1CCOC1 (THF). Reaction conditions: time 3 hour. The product is C(C)C1=NC2=C(N1C)C=C(C=C2)N2C(C=C(C=C2)OCC=2SC=C(C2)C(F)(F)F)=O (1-(2-Ethyl-1-methyl-1H-benzimidazol-6-yl)-4-((4-(trifluoromethyl)-2-thienyl)methoxy)pyridin-2(1H)-one). Yield: 8.6%. Reaction SMILES: [F:1][C:2]([F:11])([F:10])[C:3]1[CH:4]=[C:5]([CH2:8][OH:9])[S:6][CH:7]=1.[CH2:12]([C:14]1[N:18]([CH3:19])[C:17]2[CH:20]=[C:21]([N:24]3[CH:29]=[CH:28][C:27](O)=[CH:26][C:25]3=[O:31])[CH:22]=[CH:23][C:16]=2[N:15]=1)[CH3:13].N(C(OCCOC)=O)=NC(OCCOC)=O.C1C=CC(P(C2C=CC=CC=2)C2C=CC=CC=2)=CC=1>C1COCC1.O>[CH2:12]([C:14]1[N:18]([CH3:19])[C:17]2[CH:20]=[C:21]([N:24]3[CH:29]=[CH:28][C:27]([O:9][CH2:8][C:5]4[S:6][CH:7]=[C:3]([C:2]([F:10])([F:1])[F:11])[CH:4]=4)=[CH:26][C:25]3=[O:31])[CH:22]=[CH:23][C:16]=2[N:15]=1)[CH3:13]. Reported procedure: To a solution of (4-(trifluoromethyl)thiophen-2-yl)methanol (50 mg) in THF (3 ml) were added 1-(2-ethyl-1-methyl-1H-benzo[d]imidazol-6-yl)-4-hydroxypyridin-2(1H)-one (73.9 mg), bis(2-methoxyethyl) azodicarboxylate (129 mg) and PPh3 (144 mg) at room temperature, and the mixture was stirred for 3 h. The mixture was poured into water and extracted with EtOAc. The organic layer was separated, washed with saturated NaHCO3 solution and brine successively, dried over MgSO4 and concentrated in vacuo. Th... Reactants: [Si](C1=CC=CC=C1)(C1=CC=CC=C1)(C(C)(C)C)OC[C@@H]1[C@H]([C@H](C[C@@H]1F)OC1OCCCC1)C\C=C/CCCC(=O)OC(C)C ((Z)-isopropyl 7-((1R,2S,3S,5S)-2-((tert-butyldiphenylsilyloxy)methyl)-3-fluoro-5-(tetrahydro-2H-pyran-2-yloxy)cyclopentyl)hept-5-enoate), CCCC[N+](CCCC)(CCCC)CCCC.[F-] (TBAF), OS(=O)(=O)[O-].[K+] (KHSO4). Run in C1CCOC1 (THF), C1CCOC1 (THF). Run at time 4 hour. Product: F[C@@H]1[C@@H]([C@H]([C@H](C1)OC1OCCCC1)C\C=C/CCCC(=O)OC(C)C)CO ((Z)-isopropyl 7-((1R,2S,3S,5S)-3-fluoro-2-(hydroxymethyl)-5-(tetrahydro-2H-pyran-2-yloxy)cyclopentyl)hept-5-enoate). The yield is 64.4%. As a reaction SMILES: [Si]([O:18][CH2:19][C@H:20]1[C@@H:24]([F:25])[CH2:23][C@H:22]([O:26][CH:27]2[CH2:32][CH2:31][CH2:30][CH2:29][O:28]2)[C@@H:21]1[CH2:33]/[CH:34]=[CH:35]\[CH2:36][CH2:37][CH2:38][C:39]([O:41][CH:42]([CH3:44])[CH3:43])=[O:40])(C(C)(C)C)(C1C=CC=CC=1)C1C=CC=CC=1.CCCC[N+](CCCC)(CCCC)CCCC.[F-].OS([O-])(=O)=O.[K+]>C1COCC1>[F:25][C@H:24]1[CH2:23][C@H:22]([O:26][CH:27]2[CH2:32][CH2:31][CH2:30][CH2:29][O:28]2)[C@H:21]([CH2:33]/[CH:34]=[CH:35]\[CH2:36][CH2:37][CH2:38][C:39]([O:41][CH:42]([CH3:44])[CH3:43])=[O:40])[C@H:20]1[CH2:19][OH:18] |f:1.2,3.4|. Procedure: To a stirring solution consisting of (Z)-isopropyl 7-((1R,2S,3S,5S)-2-((tert-butyldiphenylsilyloxy)methyl)-3-fluoro-5-(tetrahydro-2H-pyran-2-yloxy)cyclopentyl)hept-5-enoate (prepared in Step E, 2.7 g, 52 mmol) in anhydrous THF (500 mL) was slowly added a solution consisting of 1 M TBAF in THF (157 mL). The reaction mixture was stirred for 4 hours, monitoring by TLC. The reaction mixture was acidified with 5% KHSO4, extracted into ethyl acetate, washed with brine, and dried over sodium sulfate, f... Reactants: CC(=O)O, CCCn1c(=O)c([N+](=O)[O-])c2n(c1=O)CCCS2, [Zn]. The product is CCCn1c(=O)c(NC(C)=O)c2n(c1=O)CCCS2. RXN SMILES: [CH3:19][C:20]([OH:21])=[O:22].[N+:1]([O-:2])(=[O:3])[c:4]1[c:5](=[O:18])[n:6]([CH2:15][CH2:16][CH3:17])[c:7](=[O:14])[n:8]2[c:9]1[S:10][CH2:11][CH2:12][CH2:13]2.[Zn:23]>>[NH:1]([c:4]1[c:5](=[O:18])[n:6]([CH2:15][CH2:16][CH3:17])[c:7](=[O:14])[n:8]2[c:9]1[S:10][CH2:11][CH2:12][CH2:13]2)[C:20]([CH3:19])=[O:21]. The reactants are CC(=O)c1ccccc1, Cl, NOCCOc1ccc(CC2SC(=O)NC2=O)cc1. Product: CC(=NOCCOc1ccc(CC2SC(=O)NC2=O)cc1)c1ccccc1. As a reaction SMILES: [CH3:1][C:2](=[O:3])[c:4]1[cH:5][cH:6][cH:7][cH:8][cH:9]1.[ClH:10].[NH2:11][O:12][CH2:13][CH2:14][O:15][c:16]1[cH:17][cH:18][c:19]([CH2:20][CH:21]2[C:22](=[O:27])[NH:23][C:24](=[O:26])[S:25]2)[cH:28][cH:29]1>>[CH3:1][C:2]([c:4]1[cH:5][cH:6][cH:7][cH:8][cH:9]1)=[N:11][O:12][CH2:13][CH2:14][O:15][c:16]1[cH:17][cH:18][c:19]([CH2:20][CH:21]2[C:22](=[O:27])[NH:23][C:24](=[O:26])[S:25]2)[cH:28][cH:29]1. The reactants are O (water), OC=1C=C2C(CCN(C2=CC1)C(CC)=O)=O (6-hydroxy-4-oxo-1-propionyl-1,2,3,4-tetrahydroquinoline), BrCC(=O)OC (methyl bromoacetate), C([O-])([O-])=O.[K+].[K+] (potassium carbonate). The solvent is CN(C=O)C (N,N-dimethylformamide). Run at time 24 hour. Yields the product COC(=O)COC=1C=C2C(CCN(C2=CC1)C(CC)=O)=O (6-methoxycarbonylmethoxy-4-oxo-1-propionyl-1,2,3,4-tetrahydroquinoline). The yield is 119.1%. Reaction SMILES: [OH:1][C:2]1[CH:3]=[C:4]2[C:9](=[CH:10][CH:11]=1)[N:8]([C:12](=[O:15])[CH2:13][CH3:14])[CH2:7][CH2:6][C:5]2=[O:16].Br[CH2:18][C:19]([O:21][CH3:22])=[O:20].C(=O)([O-])[O-].[K+].[K+].O>CN(C)C=O>[CH3:22][O:21][C:19]([CH2:18][O:1][C:2]1[CH:3]=[C:4]2[C:9](=[CH:10][CH:11]=1)[N:8]([C:12](=[O:15])[CH2:13][CH3:14])[CH2:7][CH2:6][C:5]2=[O:16])=[O:20] |f:2.3.4|. Procedure: A mixture of 6-hydroxy-4-oxo-1-propionyl-1,2,3,4-tetrahydroquinoline (1.314 g), methyl bromoacetate (1.01 g), and potassium carbonate (0.828 g) in N,N-dimethylformamide (10 ml) was stirred at room temperature for 24 hours, poured into water, and extracted with ethyl acetate. The extract was washed with water, dried over magnesium sulfate, and evaporated in vacuo. The residue was purified by column chromatography on silica gel (15 g) with chloroform as an eluent to give 6-methoxycarbonylmethoxy-4... Starting materials: C(C1=CC=CC=C1)=O (benzaldehyde), CC(CCC)=O (2-pentanone), [OH-].[Na+] (sodium hydroxide). Reaction conditions: temperature 60 celsius, time 10 hour. The product is C(=CC1=CC=CC=C1)C(=O)CCC (propyl styryl ketone). Yield: 79.7%. Reaction SMILES: [CH:1](=O)[C:2]1[CH:7]=[CH:6][CH:5]=[CH:4][CH:3]=1.[CH3:9][C:10](=[O:14])[CH2:11][CH2:12][CH3:13].[OH-].[Na+]>>[CH:9]([C:10]([CH2:11][CH2:12][CH3:13])=[O:14])=[CH:1][C:2]1[CH:7]=[CH:6][CH:5]=[CH:4][CH:3]=1 |f:2.3|. Procedure details: To a mixture of benzaldehyde (30.00 g, 0.283 mole) and 2-pentanone (67.33 g, 0.782 mole) was added 10% aqueous sodium hydroxide (40.00 g, 0.10 mole) and the mixture was heated and stirred at 55-65° C. for 10 hr. The reaction mixture was cooled to room temperature and the aqueous layer was once separated. 5% Brine (20 g) was added and after stirring, the aqueous layer was separated. This step was repeated twice. The low boiling point content such as 2-pentanone, benzaldehyde and the like in the o...